From a dataset of the Open Reaction Database (ORD), a public repository of structured organic reaction records. describe an organic reaction: reactants, conditions, products, and yield Starting materials: [OH-].[Na+] (sodium hydroxide), C(C)(=S)O (thioacetic acid), C(CC)(=O)NC(CCl)=O (N-propionyl-2-chloroacetamide). The solvent is CO (methanol). Conditions: time 2 hour. The product is C(CC)(=O)NC(CSC(C)=O)=O (N-propionyl-2-(acetylthio)acetamide). RXN SMILES: [OH-].[Na+].[C:3]([OH:6])(=[S:5])[CH3:4].[C:7]([NH:11][C:12](=[O:15])[CH2:13]Cl)(=[O:10])[CH2:8][CH3:9]>CO>[C:7]([NH:11][C:12](=[O:15])[CH2:13][S:5][C:3](=[O:6])[CH3:4])(=[O:10])[CH2:8][CH3:9] |f:0.1|. Procedure details: Nitrogen was bubbled through 4.0 g. (0.1 mole) of sodium hydroxide in 200 ml. of methanol and to this there was added 7.1 ml. (0.1 mole) of thioacetic acid and then 16.0 g. (0.1 mole) of N-propionyl-2-chloroacetamide. The reaction mixture was stirred at ambient temperature for 2 hours and then stripped in vacuo and filtered. The product was dissolved in boiling water, treated with characoal, filtered and dried in vacuo. A yield of 6.0 g. of white crystalline product was obtained. Starting materials: CS(=O)(=O)C1=CC=C(C=C1)C(CC1CCOCC1)C1=CC=C(N1)C1=NC=CC(=C1)C=O (2-(5-{1-[4-(methylsulfonyl)phenyl]-2-(tetrahydro-2H-pyran-4-yl)ethyl}-1H-pyrrol-2-yl)pyridine-4-carbaldehyde), C(C)(=O)N1CCNCC1 (1-acetylpiperazine), C(C)(=O)O[BH-](OC(C)=O)OC(C)=O.[Na+] (sodium triacetoxyborohydride). Solvent: C(C)(=O)OCC (ethyl acetate), ClCCCl (1,2-dichloroethane). Reaction conditions: time 30 minute. Yields the product C(C)(=O)N1CCN(CC1)CC1=CC(=NC=C1)C=1NC(=CC1)C(CC1CCOCC1)C1=CC=C(C=C1)S(=O)(=O)C (1-acetyl-4-{[2-(5-{1-[4-(methylsulfonyl)phenyl]-2-(tetrahydro-2H-pyran-4-yl)ethyl}-1H-pyrrol-2-yl)pyridin-4-yl]methyl}piperazine). Yield: 84.3%. RXN SMILES: [CH3:1][S:2]([C:5]1[CH:10]=[CH:9][C:8]([CH:11]([C:19]2[NH:23][C:22]([C:24]3[CH:29]=[C:28]([CH:30]=O)[CH:27]=[CH:26][N:25]=3)=[CH:21][CH:20]=2)[CH2:12][CH:13]2[CH2:18][CH2:17][O:16][CH2:15][CH2:14]2)=[CH:7][CH:6]=1)(=[O:4])=[O:3].[C:32]([N:35]1[CH2:40][CH2:39][NH:38][CH2:37][CH2:36]1)(=[O:34])[CH3:33].C(O[BH-](OC(=O)C)OC(=O)C)(=O)C.[Na+]>ClCCCl.C(OCC)(=O)C>[C:32]([N:35]1[CH2:40][CH2:39][N:38]([CH2:30][C:28]2[CH:27]=[CH:26][N:25]=[C:24]([C:22]3[NH:23][C:19]([CH:11]([C:8]4[CH:7]=[CH:6][C:5]([S:2]([CH3:1])(=[O:4])=[O:3])=[CH:10][CH:9]=4)[CH2:12][CH:13]4[CH2:14][CH2:15][O:16][CH2:17][CH2:18]4)=[CH:20][CH:21]=3)[CH:29]=2)[CH2:37][CH2:36]1)(=[O:34])[CH3:33] |f:2.3|. Procedure: To a solution of 2-(5-{1-[4-(methylsulfonyl)phenyl]-2-(tetrahydro-2H-pyran-4-yl)ethyl}-1H-pyrrol-2-yl)pyridine-4-carbaldehyde (170 mg) in 1,2-dichloroethane (5 mL) was added 1-acetylpiperazine (115 mg), and the mixture was stirred at room temperature for 30 min. To the reaction mixture was added sodium triacetoxyborohydride (250 mg), and the mixture was stirred overnight at room temperature. The reaction mixture was diluted with ethyl acetate, washed with saturated aqueous sodium hydrogen carbon... The reactants are CC(C)(C)OC(=O)N1CC(NCc2ccc(C#N)cc2)CC1C(=O)N1CCCC1C#N, N#Cc1ccc(CNC2CNC(C(=O)N3CCCC3C#N)C2)cc1, [BH3-]C#N, C=O, CC#N, CC(=O)O, Cl, Cl, [Na+]. The product is CN(Cc1ccc(C#N)cc1)C1CC(C(=O)N2CCCC2C#N)N(C(=O)OC(C)(C)C)C1. As a reaction SMILES: [C:1]([CH3:2])([CH3:3])([CH3:4])[O:5][C:6](=[O:7])[N:8]1[CH:9]([C:23](=[O:24])[N:25]2[CH:26]([C:30]#[N:31])[CH2:27][CH2:28][CH2:29]2)[CH2:10][CH:11]([NH:13][CH2:14][c:15]2[cH:16][cH:17][c:18]([C:21]#[N:22])[cH:19][cH:20]2)[CH2:12]1.[C:34]([CH:35]1[CH2:36][CH2:37][CH2:38][N:39]1[C:40]([CH:41]1[CH2:42][CH:43]([NH:44][CH2:45][c:46]2[cH:47][cH:48][c:49]([C:50]#[N:51])[cH:52][cH:53]2)[CH2:54][NH:55]1)=[O:56])#[N:57].[C:60]([BH3-:61])#[N:62].[CH2:58]=[O:59].[CH3:64][C:65]#[N:66].[CH3:67][C:68](=[O:69])[OH:70].[ClH:32].[ClH:33].[Na+:63]>>[C:1]([CH3:2])([CH3:3])([CH3:4])[O:5][C:6](=[O:7])[N:8]1[CH:9]([C:23](=[O:24])[N:25]2[CH:26]([C:30]#[N:31])[CH2:27][CH2:28][CH2:29]2)[CH2:10][CH:11]([N:13]([CH2:14][c:15]2[cH:16][cH:17][c:18]([C:21]#[N:22])[cH:19][cH:20]2)[CH3:34])[CH2:12]1. Reactants: ClC=1C=C(C=CC1)C=1C=C(OC1C1=CC=C(C=C1)F)C(=O)N1CC(NCC1)=O (4-{[4-(3-Chlorophenyl)-5-(4-fluorophenyl)furan-2-yl]carbonyl}piperazin-2-one), ClC=1C=C(C=CC1F)C1=C(C=C(O1)C(=O)O)C1=CC(=CC(=C1)F)Cl (5-(3-Chloro-4-fluorophenyl)-4-(3-chloro-5-fluorophenyl)furan-2-carboxylic acid), N1CCOCC1 (morpholine). Yields the product ClC=1C=C(C=CC1F)C1=C(C=C(O1)C(=O)N1CCOCC1)C1=CC(=CC(=C1)F)Cl ([5-(3-Chloro-4-fluorophenyl)-4-(3-chloro-5-fluorophenyl)furan-2-yl](morpholin-4-yl)methanone). RXN SMILES: ClC1C=C(C2C=C(C([N:22]3[CH2:27][CH2:26]N[C:24](=[O:28])[CH2:23]3)=O)OC=2C2C=CC(F)=CC=2)C=CC=1.[Cl:29][C:30]1[CH:31]=[C:32]([C:37]2[O:41][C:40]([C:42](O)=[O:43])=[CH:39][C:38]=2[C:45]2[CH:50]=[C:49]([F:51])[CH:48]=[C:47]([Cl:52])[CH:46]=2)[CH:33]=[CH:34][C:35]=1[F:36].N1CCOCC1>>[Cl:29][C:30]1[CH:31]=[C:32]([C:37]2[O:41][C:40]([C:42]([N:22]3[CH2:23][CH2:24][O:28][CH2:26][CH2:27]3)=[O:43])=[CH:39][C:38]=2[C:45]2[CH:50]=[C:49]([F:51])[CH:48]=[C:47]([Cl:52])[CH:46]=2)[CH:33]=[CH:34][C:35]=1[F:36]. Procedure: The preparation of the title compound takes place in analogy to the synthesis of the compound from Example 6 starting with the compound from Example 21A. 1.5 equivalents of morpholine are used. 205 mg (59% of theory) of the title compound are obtained.